This data is from the Open Reaction Database (ORD), a public repository of structured organic reaction records. The task is: describe an organic reaction: reactants, conditions, products, and yield Reactants: CO, COC(=O)COc1cccc(C(F)(F)F)c1, [Na+], [OH-]. The product is O=C(O)COc1cccc(C(F)(F)F)c1. As a reaction SMILES: [CH3:19][OH:20].[CH3:1][O:2][C:3]([CH2:4][O:5][c:6]1[cH:7][c:8]([C:12]([F:13])([F:14])[F:15])[cH:9][cH:10][cH:11]1)=[O:16].[Na+:18].[OH-:17]>>[O:2]=[C:3]([CH2:4][O:5][c:6]1[cH:7][c:8]([C:12]([F:13])([F:14])[F:15])[cH:9][cH:10][cH:11]1)[OH:16]. Reactants: O1C(=CC=C1)P(C=1OC=CC1)(C=1OC=CC1)=O (tri(2-furyl)phosphine oxide), II (I2), C(CCC)P(CCCC)CCCC (tributylphosphine). Run in C(C)#N.C1CCOC1 (acetonitrile THF). Product: O1C(=CC=C1)P(C=1OC=CC1)C=1OC=CC1 (tri(2-furyl)phosphine). As a reaction SMILES: [O:1]1[CH:5]=[CH:4][CH:3]=[C:2]1[P:6](=O)([C:12]1[O:13][CH:14]=[CH:15][CH:16]=1)[C:7]1[O:8][CH:9]=[CH:10][CH:11]=1.II.C(P(CCCC)CCCC)CCC>C(#N)C.C1COCC1>[O:1]1[CH:5]=[CH:4][CH:3]=[C:2]1[P:6]([C:7]1[O:8][CH:9]=[CH:10][CH:11]=1)[C:12]1[O:13][CH:14]=[CH:15][CH:16]=1 |f:3.4|. Reported procedure: 100 mg (0.431 mmol) of tri(2-furyl)phosphine oxide (31P NMR, s, −15.4) were treated with I2 11 mg (43 μmol) and tributylphosphine 180 μL (0.70 mmol) in acetonitrile/THF (1:1 v/v) 2 mL for 19 hours at room temperature, which gave 31P NMR integrated conversion of tri(2-furyl)phosphine (31P NMR, s, −76.5) in ca. 50%. Reactants: CC(C)(C)OC(=O)NC1=NC(c2cc(Br)ccc2F)(C(F)F)COC1, COC(C)(C)C, CNC1CCCCC1NC, CCO, [Cu]I, [N-]=[N+]=[N-], [Na+], O. Product: CC(C)(C)OC(=O)NC1=NC(c2cc(N=[N+]=[N-])ccc2F)(C(F)F)COC1. Reaction SMILES: [C:1]([CH3:2])([CH3:3])([CH3:4])[O:5][C:6]([NH:7][C:8]1=[N:13][C:12]([CH:14]([F:15])[F:16])([c:17]2[c:18]([F:24])[cH:19][cH:20][c:21]([Br:23])[cH:22]2)[CH2:11][O:10][CH2:9]1)=[O:25].[C:44]([O:45][CH3:46])([CH3:47])([CH3:48])[CH3:49].[CH3:26][NH:27][CH:28]1[CH2:29][CH2:30][CH2:31][CH2:32][CH:33]1[NH:34][CH3:35].[CH3:40][CH2:41][OH:42].[Cu:50][I:51].[N-:37]=[N+:38]=[N-:39].[Na+:36].[OH2:43]>>[C:1]([CH3:2])([CH3:3])([CH3:4])[O:5][C:6]([NH:7][C:8]1=[N:13][C:12]([CH:14]([F:15])[F:16])([c:17]2[c:18]([F:24])[cH:19][cH:20][c:21]([N:37]=[N+:38]=[N-:39])[cH:22]2)[CH2:11][O:10][CH2:9]1)=[O:25]. The reactants are C1=C(C=CC2=CC=CC=C12)C(=O)Cl (2-naphthoyl chloride), NC=1C=C(C(=O)NC2=CC(=CC=C2)N(C)C)C=CC1C (3-amino-N-(3-dimethylaminophenyl)-4-methylbenzamide). Yields the product CN(C=1C=C(C=CC1)NC(C1=CC(=C(C=C1)C)NC(=O)C1=CC2=CC=CC=C2C=C1)=O)C (N-(3-dimethylaminophenyl)-4-methyl-3-(2-naphthoylamino)benzamide). Reaction SMILES: [CH:1]1[C:10]2[C:5](=[CH:6][CH:7]=[CH:8][CH:9]=2)[CH:4]=[CH:3][C:2]=1[C:11](Cl)=[O:12].[NH2:14][C:15]1[CH:16]=[C:17]([CH:30]=[CH:31][C:32]=1[CH3:33])[C:18]([NH:20][C:21]1[CH:26]=[CH:25][CH:24]=[C:23]([N:27]([CH3:29])[CH3:28])[CH:22]=1)=[O:19]>>[CH3:29][N:27]([CH3:28])[C:23]1[CH:22]=[C:21]([NH:20][C:18](=[O:19])[C:17]2[CH:30]=[CH:31][C:32]([CH3:33])=[C:15]([NH:14][C:11]([C:2]3[CH:3]=[CH:4][C:5]4[C:10](=[CH:9][CH:8]=[CH:7][CH:6]=4)[CH:1]=3)=[O:12])[CH:16]=2)[CH:26]=[CH:25][CH:24]=1. Procedure details: Using an analogous procedure to that described in Example 1, 2-naphthoyl chloride was reacted with 3-amino-N-(3-dimethylaminophenyl)-4-methylbenzamide to give the title compound; Mass Spectrum: M+H+ 424. Yields the product COC(=O)C(Cc1ccc(-c2ccc(C#N)cc2)cc1)NC(=O)C1Cc2cc3c(cc2CN1S(=O)(=O)c1ccc(Cl)nc1C)OC(c1ccc(OCc2ccc(Cl)c(Cl)c2)cc1)CO3. Starting materials: COC(=O)C(Cc1ccc(-c2ccc(C#N)cc2)cc1)NC(=O)C1Cc2cc3c(cc2CN1)OC(c1ccc(OCc2ccc(Cl)c(Cl)c2)cc1)CO3, Cc1nc(Cl)ccc1S(=O)(=O)Cl, Cl. Reaction SMILES: [CH3:1][O:2][C:3]([CH:4]([CH2:5][c:6]1[cH:7][cH:8][c:9](-[c:12]2[cH:13][cH:14][c:15]([C:18]#[N:19])[cH:16][cH:17]2)[cH:10][cH:11]1)[NH:20][C:21](=[O:22])[CH:23]1[NH:24][CH2:25][c:26]2[cH:27][c:28]3[c:29]([cH:30][c:31]2[CH2:32]1)[O:33][CH2:34][CH:35]([c:37]1[cH:38][cH:39][c:40]([O:43][CH2:44][c:45]2[cH:46][c:47]([Cl:52])[c:48]([Cl:51])[cH:49][cH:50]2)[cH:41][cH:42]1)[O:36]3)=[O:53].[Cl:54][c:55]1[cH:56][cH:57][c:58]([S:62](=[O:63])(=[O:64])[Cl:65])[c:59]([CH3:61])[n:60]1.[ClH:66]>>[CH3:1][O:2][C:3]([CH:4]([CH2:5][c:6]1[cH:7][cH:8][c:9](-[c:12]2[cH:13][cH:14][c:15]([C:18]#[N:19])[cH:16][cH:17]2)[cH:10][cH:11]1)[NH:20][C:21](=[O:22])[CH:23]1[N:24]([S:62]([c:58]2[cH:57][cH:56][c:55]([Cl:54])[n:60][c:59]2[CH3:61])(=[O:63])=[O:64])[CH2:25][c:26]2[cH:27][c:28]3[c:29]([cH:30][c:31]2[CH2:32]1)[O:33][CH2:34][CH:35]([c:37]1[cH:38][cH:39][c:40]([O:43][CH2:44][c:45]2[cH:46][c:47]([Cl:52])[c:48]([Cl:51])[cH:49][cH:50]2)[cH:41][cH:42]1)[O:36]3)=[O:53]. The reactants are CC=1C=CC(=C(C(=O)O)C1)[N+](=O)[O-] (5-methyl-2-nitrobenzoic acid), C(C(=O)Cl)(=O)Cl (oxalyl chloride), CN(C)C=O (DMF). The solvent is C1CCOC1 (THF). Reaction conditions: time 14 hour. The product is NC1=C(C(=O)N)C=C(C=C1)C (2-Amino-5-methylbenzamide). RXN SMILES: [CH3:1][C:2]1[CH:3]=[CH:4][C:5]([N+:11]([O-])=O)=[C:6]([CH:10]=1)[C:7](O)=[O:8].C(Cl)(=O)C(Cl)=O.C[N:21](C=O)C>C1COCC1>[NH2:11][C:5]1[CH:4]=[CH:3][C:2]([CH3:1])=[CH:10][C:6]=1[C:7]([NH2:21])=[O:8]. Reported procedure: To a stirred solution of 5-methyl-2-nitrobenzoic acid (25.4 g) in THF (150 ml) was added oxalyl chloride (13.5 ml) and DMF (0.1 ml) dropwise and the mixture was stirred at room temperature for 14 hours and concentrated to dryness. To an ice-cooled, stirred 25% aqueous solution of ammonia (150 ml) was added the resulting acid chloride dropwise and the mixture was stirred at the same temperature for 1 hour. The white precipitates were collected by filtration, washed with water, and dried in vacuo.... Starting materials: CCCCCC, ClCCl, CN(C)C=O, O=S(Cl)Cl, OCc1cn(C(c2ccccc2)(c2ccccc2)c2ccccc2)cn1. Reaction SMILES: [CH3:39][CH2:40][CH2:41][CH2:42][CH2:43][CH3:44].[Cl:31][CH2:32][Cl:33].[O:34]=[CH:35][N:36]([CH3:37])[CH3:38].[S:1]([Cl:2])([Cl:3])=[O:4].[c:5]1([C:11]([n:12]2[cH:13][n:14][c:15]([CH2:17][OH:18])[cH:16]2)([c:19]2[cH:20][cH:21][cH:22][cH:23][cH:24]2)[c:25]2[cH:26][cH:27][cH:28][cH:29][cH:30]2)[cH:6][cH:7][cH:8][cH:9][cH:10]1>>[Cl:3][CH2:17][c:15]1[n:14][cH:13][n:12]([C:11]([c:5]2[cH:6][cH:7][cH:8][cH:9][cH:10]2)([c:19]2[cH:20][cH:21][cH:22][cH:23][cH:24]2)[c:25]2[cH:26][cH:27][cH:28][cH:29][cH:30]2)[cH:16]1. The product is ClCc1cn(C(c2ccccc2)(c2ccccc2)c2ccccc2)cn1. The product is ClC=1C=C2C(=CC(=NC2=CC1)C1=CC=CC=C1)O (6-chloro-2-phenyl-4-quinolinol). Procedure: From 100 g of p-chloroaniline and 138.5 ml of ethyl benzoylacetate treated according to Example 4(a) there was obtained 115.6 g of 6-chloro-2-phenyl-4-quinolinol, mp greater than 350°. Reactants: ClC1=CC=C(N)C=C1 (p-chloroaniline), C(C1=CC=CC=C1)(=O)CC(=O)OCC (ethyl benzoylacetate). Reaction SMILES: [Cl:1][C:2]1[CH:8]=[CH:7][C:5]([NH2:6])=[CH:4][CH:3]=1.[C:9]([CH2:17][C:18](OCC)=[O:19])(=O)[C:10]1[CH:15]=[CH:14][CH:13]=[CH:12][CH:11]=1>>[Cl:1][C:2]1[CH:8]=[C:7]2[C:5](=[CH:4][CH:3]=1)[N:6]=[C:9]([C:10]1[CH:15]=[CH:14][CH:13]=[CH:12][CH:11]=1)[CH:17]=[C:18]2[OH:19]. The reactants are Cl (HCl), [Cl-].[Ce+3].[Cl-].[Cl-] (cerium chloride), [BH4-].[Na+] (Sodium borohydride), C(C)(C)(C)C=1C=C(C=C(C1OC)C(C)(C)C)P(C1=CC(=C(C(=C1)C(C)(C)C)OC)C(C)(C)C)=O (bis(3,5-di-tert-butyl-4-methoxyphenyl)phosphine oxide), [H-].[Al+3].[Li+].[H-].[H-].[H-] (lithium aluminum hydride). Run in O (Water), C1(=CC=CC=C1)C (toluene), C1CCOC1 (THF). Reaction conditions: time 1 hour. Product: C(C)(C)(C)C=1C=C(C=C(C1OC)C(C)(C)C)PC1=CC(=C(C(=C1)C(C)(C)C)OC)C(C)(C)C.B (bis(3,5-di-tert-butyl-4-methoxyphenyl)phosphine borane). Isolated yield 39.5%. As a reaction SMILES: [Cl-].[Ce+3].[Cl-].[Cl-].[BH4-:5].[Na+].[C:7]([C:11]1[CH:12]=[C:13]([PH:23](=O)[C:24]2[CH:29]=[C:28]([C:30]([CH3:33])([CH3:32])[CH3:31])[C:27]([O:34][CH3:35])=[C:26]([C:36]([CH3:39])([CH3:38])[CH3:37])[CH:25]=2)[CH:14]=[C:15]([C:19]([CH3:22])([CH3:21])[CH3:20])[C:16]=1[O:17][CH3:18])([CH3:10])([CH3:9])[CH3:8].[H-].[Al+3].[Li+].[H-].[H-].[H-].Cl>C1COCC1.C1(C)C=CC=CC=1.O>[C:30]([C:28]1[CH:29]=[C:24]([PH:23][C:13]2[CH:12]=[C:11]([C:7]([CH3:10])([CH3:9])[CH3:8])[C:16]([O:17][CH3:18])=[C:15]([C:19]([CH3:22])([CH3:21])[CH3:20])[CH:14]=2)[CH:25]=[C:26]([C:36]([CH3:39])([CH3:38])[CH3:37])[C:27]=1[O:34][CH3:35])([CH3:31])([CH3:32])[CH3:33].[BH3:5] |f:0.1.2.3,4.5,7.8.9.10.11.12,17.18|. Reported procedure: Under an argon atmosphere, a solution of cerium chloride (4.55 g, 3.0 equivalents) in THF (25 mL) was stirred at room temperature (25° C.) for 30 min. Sodium borohydride (0.72 g, 3.1 equivalents) was added, and the mixture was stirred at room temperature for 1 hr. Then bis(3,5-di-tert-butyl-4-methoxyphenyl)phosphine oxide (3.0 g, 6.16 mmoL) synthesized in Reference Example 7 and lithium aluminum hydride (0.28 g, 1.2 equivalents) were successively added at 5° C., and the mixture was stirred at ro... Starting materials: aromatic substituted trifluorides, C1(=CC=CC2=CC=CC=C12)N(C1=CC=CC=C1)S(F)(F)F (N-naphthyl-N-phenylaminosulfur trifluoride), [F-] (fluoride), olefin. Product: monofluoride, CN(C1=CC=CC=C1)S(F)(F)F (N-methyl-N-phenylaminosulfur trifluoride). Reaction SMILES: [F-].[C:2]1([N:12]([S:19]([F:22])([F:21])[F:20])[C:13]2C=CC=CC=2)[C:11]2[C:6](=CC=CC=2)[CH:5]=[CH:4][CH:3]=1>>[CH3:13][N:12]([S:19]([F:22])([F:20])[F:21])[C:2]1[CH:11]=[CH:6][CH:5]=[CH:4][CH:3]=1. Procedure: Deoxofluorination of cyclooctanol with diarylaminosulfur trifluorides proceeds rapidly at −78° C. in CH2Cl2 to produce cyclooctylfluoride and cyclooctene with the former predominating (Table 8). Differing ratios of fluoride to olefin were observed with the various aromatic substituted trifluorides. The sterically hindered N-naphthyl-N-phenylaminosulfur trifluoride reacted quite slowly affording only a 10% conversion of starting material to products after 16 h at room temperature. A rapid convers...